This data is from the Open Reaction Database (ORD), a public repository of structured organic reaction records. The task is: describe an organic reaction: reactants, conditions, products, and yield The reactants are Cl (HCl), ClC1=CC=C(C=C1)OC (4-chloroanisole), C1(CCC(=O)O1)=O (succinic anhydride), [Al+3].[Cl-].[Cl-].[Cl-] (AlCl3). The solvent is ClC(=C(Cl)Cl)Cl.[N+](=O)([O-])C1=CC=CC=C1 (tetrachloroethylene nitrobenzene). Yields the product O=C(CCC(=O)O)C1=C(C=CC(=C1)Cl)OC (2-(1-Oxo-3-carboxypropyl)-4-chloroanisole). Reaction SMILES: [Cl:1][C:2]1[CH:7]=[CH:6][C:5]([O:8][CH3:9])=[CH:4][CH:3]=1.[C:10]1(=[O:16])[O:15][C:13](=[O:14])[CH2:12][CH2:11]1.[Al+3].[Cl-].[Cl-].[Cl-].Cl>ClC(Cl)=C(Cl)Cl.[N+](C1C=CC=CC=1)([O-])=O>[O:16]=[C:10]([C:6]1[CH:7]=[C:2]([Cl:1])[CH:3]=[CH:4][C:5]=1[O:8][CH3:9])[CH2:11][CH2:12][C:13]([OH:15])=[O:14] |f:2.3.4.5,7.8|. Reported procedure: A mixture of 4-chloroanisole (20 g), succinic anhydride (16 g) and AlCl3 (42 g) in 1:1 tetrachloroethylene/nitrobenzene (200 ml) is stirred at -10°-0° C. for a week. The mixture is poured into a conc. HCl/crushed ice bath and the solvent is distilled under vacuo at 40° C. The resulting suspension is made basic with 10% aqueous NaHCO3. The solids are filtered and the filtrate made acidic forming a precipitate which is filtered, washed with water, taken up in ethanol and dried. The solution is fil... The reactants are ClCC(=O)C1=CC(=C(C=C1)C)S(N)(=O)=O (2-chloro-4'-methyl-3'-sulfamoylacetophenone), C(C)NC(=S)NCC (1,3-diethylthiourea). Run in C(C)(C)OC(C)C (diisopropyl ether). The product is Cl.C(C)N1C(SCC1(O)C1=CC(=C(C=C1)C)S(N)(=O)=O)=NCC (3-Ethyl-2-ethylimino-4-(4-methyl-3-sulfamoylphenyl)-1,3-thiazolidine-4-ol-hydrochloride). As a reaction SMILES: [Cl:1][CH2:2][C:3]([C:5]1[CH:10]=[CH:9][C:8]([CH3:11])=[C:7]([S:12](=[O:15])(=[O:14])[NH2:13])[CH:6]=1)=[O:4].[CH2:16]([NH:18][C:19]([NH:21][CH2:22][CH3:23])=[S:20])[CH3:17]>C(OC(C)C)(C)C>[ClH:1].[CH2:22]([N:21]1[C:3]([C:5]2[CH:10]=[CH:9][C:8]([CH3:11])=[C:7]([S:12](=[O:15])(=[O:14])[NH2:13])[CH:6]=2)([OH:4])[CH2:2][S:20][C:19]1=[N:18][CH2:16][CH3:17])[CH3:23] |f:3.4|. Procedure: 5 g of 2-chloro-4'-methyl-3'-sulfamoylacetophenone and 2.7 g of 1,3-diethylthiourea were reacted as prescribed in Example 12. After addition of 200 ml of diisopropyl ether the solvent was decanted and the oily end product was crystallized under ethyl acetate heated to 40° to 50° C. Colorless solid body, melting point: 160° C (decomposition). The reactants are C(CC#C)N1N=C2N(C=CC=C2)C1=O (2-(but-3-ynyl)-[1,2,4]triazolo[4,3-a]pyridin-3(2H)-one), BrC1=NC(=CC=C1)CF (2-bromo-6-(fluoromethyl)pyridine). Yields the product FCC1=CC=CC(=N1)C#CCCN1N=C2N(C=CC=C2)C1=O (2-(4-(6-(fluoromethyl)pyridin-2-yl)but-3-ynyl)-[1,2,4]triazolo[4,3-a]pyridin-3(2H)-one). Yield: 18.1%. Reaction SMILES: [CH2:1]([N:5]1[C:13](=[O:14])[N:8]2[CH:9]=[CH:10][CH:11]=[CH:12][C:7]2=[N:6]1)[CH2:2][C:3]#[CH:4].Br[C:16]1[CH:21]=[CH:20][CH:19]=[C:18]([CH2:22][F:23])[N:17]=1>>[F:23][CH2:22][C:18]1[N:17]=[C:16]([C:4]#[C:3][CH2:2][CH2:1][N:5]2[C:13](=[O:14])[N:8]3[CH:9]=[CH:10][CH:11]=[CH:12][C:7]3=[N:6]2)[CH:21]=[CH:20][CH:19]=1. Reported procedure: The title compound was prepared in accordance with the general method of Example 1, from 2-(but-3-ynyl)-[1,2,4]triazolo[4,3-a]pyridin-3(2H)-one (70 mg, 0.37 mmol, Example 39(A)) and 2-bromo-6-(fluoromethyl)pyridine (78 mg, 0.41 mmol, Example 190(E)). The crude residue was purified by flash chromatography (DCM/MeOH 98:2) to yield 20 mg (67 μmol, 18%) of 2-(4-(6-(fluoromethyl)pyridin-2-yl)but-3-ynyl)-[1,2,4]triazolo[4,3-a]pyridin-3(2H)-one as an orange solid (M.P.=106-107° C.). The reactants are CCO, Fc1cnc(Cl)nc1Cl, NCCCO, [Na+], [Na+], O=C([O-])[O-]. The product is OCCCNc1nc(Cl)ncc1F. Reaction SMILES: [CH3:21][CH2:22][OH:23].[Cl:1][c:2]1[n:3][cH:4][c:5]([F:9])[c:6]([Cl:8])[n:7]1.[NH2:10][CH2:11][CH2:12][CH2:13][OH:14].[Na+:15].[Na+:16].[O-:17][C:18](=[O:19])[O-:20]>>[Cl:1][c:2]1[n:3][cH:4][c:5]([F:9])[c:6]([NH:10][CH2:11][CH2:12][CH2:13][OH:14])[n:7]1. Starting materials: S1C(=CC=C1)C(=O)O (2-thiophenecarboxylic acid), FC(C(CNC1=C2C=NN(C2=CC(=C1)C)C1=CC=C(C=C1)F)(O)CNCCC)(F)F (1,1,1-trifluoro-3-{[1-(4-fluorophenyl)-6-methyl-1H-indazol-4-yl]amino}-2-[(propylamino)methyl]-2-propanol). Product: C(CC)N(C(=O)C=1SC=CC1)CC(C(F)(F)F)(O)CNC1=C2C=NN(C2=CC(=C1)C)C1=CC=C(C=C1)F (N-Propyl-N-[3,3,3-trifluoro-2-({[1-(4-fluorophenyl)-6-methyl-1H-indazol-4-yl]amino}methyl)-2-hydroxypropyl]-2-thiophenecarboxamide). As a reaction SMILES: [S:1]1[CH:5]=[CH:4][CH:3]=[C:2]1[C:6]([OH:8])=O.[F:9][C:10]([F:38])([F:37])[C:11]([CH2:32][NH:33][CH2:34][CH2:35][CH3:36])([OH:31])[CH2:12][NH:13][C:14]1[CH:22]=[C:21]([CH3:23])[CH:20]=[C:19]2[C:15]=1[CH:16]=[N:17][N:18]2[C:24]1[CH:29]=[CH:28][C:27]([F:30])=[CH:26][CH:25]=1>>[CH2:34]([N:33]([CH2:32][C:11]([CH2:12][NH:13][C:14]1[CH:22]=[C:21]([CH3:23])[CH:20]=[C:19]2[C:15]=1[CH:16]=[N:17][N:18]2[C:24]1[CH:25]=[CH:26][C:27]([F:30])=[CH:28][CH:29]=1)([OH:31])[C:10]([F:9])([F:37])[F:38])[C:6]([C:2]1[S:1][CH:5]=[CH:4][CH:3]=1)=[O:8])[CH2:35][CH3:36]. Procedure details: Prepared similarly to Example 1 from 2-thiophenecarboxylic acid and 1,1,1-trifluoro-3-{[1-(4-fluorophenyl)-6-methyl-1H-indazol-4-yl]amino}-2-[(propylamino)methyl]-2-propanol. Reactants: ClC1=C(C=NC=C1)B1OC(C(O1)(C)C)(C)C (4-chloro-3-(4,4,5,5-tetramethyl-1,3,2-dioxaborolan-2-yl)pyridine), ClC1=CC(=NC(=N1)C)N (6-chloro-2-methylpyrimidin-4-amine), C([O-])([O-])=O.[Cs+].[Cs+] (cesium carbonate). The reagents and catalysts are [Pd+2].ClC1=C([C-](C=C1)P(C1=CC=CC=C1)C1=CC=CC=C1)Cl.[C-]1(C=CC=C1)P(C1=CC=CC=C1)C1=CC=CC=C1.[Fe+2] (dichloro 1,1′-bis(diphenylphosphino)ferrocene palladium (II)). Solvent: O1CCOCC1 (dioxane), O (water), [NH4+].[Cl-] (NH4Cl). Reaction conditions: temperature 100 celsius, time 10 minute. The product is ClC1=C(C=NC=C1)C1=CC(=NC(=N1)C)N (6-(4-chloropyridin-3-yl)-2-methylpyrimidin-4-amine). Yield: 14.5%. RXN SMILES: [Cl:1][C:2]1[CH:7]=[CH:6][N:5]=[CH:4][C:3]=1B1OC(C)(C)C(C)(C)O1.Cl[C:18]1[N:23]=[C:22]([CH3:24])[N:21]=[C:20]([NH2:25])[CH:19]=1.C(=O)([O-])[O-].[Cs+].[Cs+]>O1CCOCC1.O.[NH4+].[Cl-].[Pd+2].ClC1C=C[C-](P(C2C=CC=CC=2)C2C=CC=CC=2)C=1Cl.[C-]1(P(C2C=CC=CC=2)C2C=CC=CC=2)C=CC=C1.[Fe+2]>[Cl:1][C:2]1[CH:7]=[CH:6][N:5]=[CH:4][C:3]=1[C:18]1[N:23]=[C:22]([CH3:24])[N:21]=[C:20]([NH2:25])[CH:19]=1 |f:2.3.4,7.8,9.10.11.12|. Procedure: A mixture of 4-chloro-3-(4,4,5,5-tetramethyl-1,3,2-dioxaborolan-2-yl)pyridine (239 mg, 998 μmol, Combi-Blocks, Inc., San Diego, Calif.), 6-chloro-2-methylpyrimidin-4-amine (143 mg, 998 μmol), dichloro 1,1′-bis(diphenylphosphino)ferrocene palladium (II) (81 mg, 100 μmol), cesium carbonate (160 μl, 1996 μmol) in dioxane (2 mL) and water (0.5 mL) was stirred at 100° C. for 10 min. The mixture was cooled down to room temperature. The reaction mixture was diluted with saturated NH4Cl (5 mL) and extra... The reactants are C(C)C1=C2C=C(C(N(C2=CC(=N1)CC)CC1=CC=C(C=C1)C1=C(C=CC=C1)C1=NN=NN1)=O)OC (5,7-Diethyl-3-methoxy-1-[(2'-(1H-tetrazol-5-yl)biphenyl-4-yl)methyl]-1,6-naphthyridin-2(1H)-one), CO (methanol), solution, B(Br)(Br)Br (boron tribromide). The solvent is ClCCl (dichloromethane), ClCCl (dichloromethane). Conditions: time 16 hour. Product: Br.C(C)C1=C2C=C(C(N(C2=CC(=N1)CC)CC1=CC=C(C=C1)C1=C(C=CC=C1)C1=NN=NN1)=O)O (5,7-diethyl-3-hydroxy-1-[(2'-(1H-tetrazole-5-yl)biphenyl-4-yl)methyl]-1,6-naphthyridin-2(1H)-one hydrobromide). As a reaction SMILES: [CH2:1]([C:3]1[N:12]=[C:11]([CH2:13][CH3:14])[CH:10]=[C:9]2[C:4]=1[CH:5]=[C:6]([O:34]C)[C:7](=[O:33])[N:8]2[CH2:15][C:16]1[CH:21]=[CH:20][C:19]([C:22]2[CH:27]=[CH:26][CH:25]=[CH:24][C:23]=2[C:28]2[NH:32][N:31]=[N:30][N:29]=2)=[CH:18][CH:17]=1)[CH3:2].B(Br)(Br)[Br:37].CO>ClCCl>[BrH:37].[CH2:1]([C:3]1[N:12]=[C:11]([CH2:13][CH3:14])[CH:10]=[C:9]2[C:4]=1[CH:5]=[C:6]([OH:34])[C:7](=[O:33])[N:8]2[CH2:15][C:16]1[CH:17]=[CH:18][C:19]([C:22]2[CH:27]=[CH:26][CH:25]=[CH:24][C:23]=2[C:28]2[NH:32][N:31]=[N:30][N:29]=2)=[CH:20][CH:21]=1)[CH3:2] |f:4.5|. Reported procedure: 5,7-Diethyl-3-methoxy-1-[(2'-(1H-tetrazol-5-yl)biphenyl-4-yl)methyl]-1,6-naphthyridin-2(1H)-one (80 mg) was suspended in dichloromethane (1 ml) and a 1M solution of boron tribromide in dichloromethane (0.5 ml) was added. The mixture was stirred for 16 hours then methanol (3 ml) was added dropwise. The mixture was heated at reflux for 5 minutes and volatile material was then removed by evaporation. The residue was recrystallised from ethanol/ether to give 5,7-diethyl-3-hydroxy-1-[(2'-(1H-tetrazol...